Dataset: the Open Reaction Database (ORD), a public repository of structured organic reaction records. Task: describe an organic reaction: reactants, conditions, products, and yield The reactants are C(C)(C)(C)OO (tert-butyl hydroperoxide), C(C(C)(C)C)(=O)O (pivalic acid), TEFLON fluoropolymer. The solvent is C(C)(C)CC(C)(C)C (isooctane). The product is C(C(C)(C)C)(=O)OOC(C)(C)C (tert-butyl peroxypivalate). RXN SMILES: [C:1]([O:5][OH:6])([CH3:4])([CH3:3])[CH3:2].[C:7](O)(=[O:12])[C:8]([CH3:11])([CH3:10])[CH3:9]>C(CC(C)(C)C)(C)C>[C:7]([O:6][O:5][C:1]([CH3:4])([CH3:3])[CH3:2])(=[O:12])[C:8]([CH3:11])([CH3:10])[CH3:9]. Procedure details: To a reaction vial with a TEFLON fluoropolymer magnetic stirring rod, 3 ml containing 0.2 M tert-butyl hydroperoxide and 0.2 M pivalic acid in isooctane was added. The reaction was started by addition of 200 mg of Rhizomucor miehei enzyme and about 10 mg of molsieves (3 grains). After sixty-seven hours, 13% conversion to tert-butyl peroxypivalate was obtained as measured with GC. Starting materials: [BH4-].[Na+] (sodium borohydride), C(C)(=O)O (acetic acid), [BH4-].[Na+] (sodium borohydride), ClCCN(C(C1=C(C=CC=C1)C(C1=CC=CC=C1)=O)=O)C (N-(2-chloroethyl)-N-methyl-o-benzoylbenzamide), O (water). Run in ClC(C)Cl (dichloroethane), ClC(C)Cl (dichloroethane), ClC(C)Cl (dichloroethane), ClC(C)Cl (dichloroethane). Run at temperature 86 celsius. Yields the product [OH-].[Na+] (sodium hydroxide), OCCN(C)CC1=C(C(C2=CC=CC=C2)O)C=CC=C1 (2-[N-(2-hydroxyethyl)-N-methylaminomethyl]benzhydrol). Isolated yield 40.0%. RXN SMILES: Cl[CH2:2][CH2:3][N:4]([CH3:21])[C:5](=O)[C:6]1[CH:11]=[CH:10][CH:9]=[CH:8][C:7]=1[C:12](=[O:19])[C:13]1[CH:18]=[CH:17][CH:16]=[CH:15][CH:14]=1.[BH4-].[Na+:23].C(O)(=[O:26])C.O>ClC(Cl)C>[OH-:19].[Na+:23].[OH:26][CH2:2][CH2:3][N:4]([CH2:5][C:6]1[CH:11]=[CH:10][CH:9]=[CH:8][C:7]=1[CH:12]([OH:19])[C:13]1[CH:18]=[CH:17][CH:16]=[CH:15][CH:14]=1)[CH3:21] |f:1.2,6.7|. Procedure: A solution of 144 kg. of N-(2-chloroethyl)-N-methyl-o-benzoylbenzamide (481 moles) in 378 kg. of dichloroethane was prepared. A mixture of 50 kg. of this solution, sodium borohydride (273 kg., 721.5 moles, 1.5 equivalents) and dichloroethane (120 liters) at 46° C., was treated with acetic acid (0.5 kg.). The temperature rose steadily to reflux at 86° C. The remaining dichloroethane solution was added slowly, the exotherm maintaining the mixture at reflux without applied heat during the addition ...